Dataset: the Open Reaction Database (ORD), a public repository of structured organic reaction records. Task: describe an organic reaction: reactants, conditions, products, and yield Reactants: ClC(=O)OC1=CC=CC=C1 (phenyl chloroformate), COC1=CC=NC=C1 (4-methoxypyridine), C[Mg]Br (methylmagnesium bromide). The solvent is O1CCCC1 (tetrahydrofuran). Run at temperature -40 celsius, time 1 hour. Product: COC1=CC(N(C=C1)C(=O)OC1=CC=CC=C1)C (Phenyl 4-methoxy-2-methylpyridine-1(2H)-carboxylate). RXN SMILES: [CH3:1][O:2][C:3]1[CH:8]=[CH:7][N:6]=[CH:5][CH:4]=1.Cl[C:10]([O:12][C:13]1[CH:18]=[CH:17][CH:16]=[CH:15][CH:14]=1)=[O:11].[CH3:19][Mg]Br>O1CCCC1>[CH3:1][O:2][C:3]1[CH:8]=[CH:7][N:6]([C:10]([O:12][C:13]2[CH:18]=[CH:17][CH:16]=[CH:15][CH:14]=2)=[O:11])[CH:5]([CH3:19])[CH:4]=1. Procedure: A 3-L four neck round-bottom flask was purged and maintained with a nitrogen atmosphere and a solution of 4-methoxypyridine (30.0 g, 275 mmol, 1.00 equiv) in tetrahydrofuran (1.2 L) was added. The mixture was cooled to −40° C. and phenyl chloroformate (45.0 g, 287 mmol, 1.05 equiv) was added dropwise. The resulting solution was stirred for 1 h at −40° C., then methylmagnesium bromide (3M, 110 mL, 1.20 equiv) was added to the reaction mixture while maintaining the temperature at −40° C. The resul... Reactants: [Br-], CC[Mg+], CCOC(C)=O, Nc1cccc(Cl)c1C=O. Product: CCC(O)c1c(N)cccc1Cl. RXN SMILES: [Br-:11].[CH2:12]([CH3:13])[Mg+:14].[CH3:15][CH2:16][O:17][C:18](=[O:19])[CH3:20].[NH2:1][c:2]1[c:3]([CH:4]=[O:5])[c:6]([Cl:10])[cH:7][cH:8][cH:9]1>>[NH2:1][c:2]1[c:3]([CH:4]([OH:5])[CH2:12][CH3:13])[c:6]([Cl:10])[cH:7][cH:8][cH:9]1.